This data is from the Open Reaction Database (ORD), a public repository of structured organic reaction records. The task is: describe an organic reaction: reactants, conditions, products, and yield Starting materials: C1(=CC=CC=C1)COC(NCCC1=CNC2=CC=C(C=C12)CO)=O (phenylmethyl[2-[5-(-hydroxymethyl)-1H-indol-3-yl]ethyl]carbamate), C1(C=2C(C(N1)=O)=CC=CC2)=O (phthalimide), N(=NC(=O)OCC)C(=O)OCC (diethyl azodicarboxylate), C1(=CC=CC=C1)P(C1=CC=CC=C1)C1=CC=CC=C1 (triphenylphosphine). Run in O1CCCC1 (tetrahydrofuran), O1CCCC1 (THF). Run at time 4 hour. Yields the product C1(=CC=CC=C1)COC(NCCC1=CNC2=CC=C(C=C12)CN)=O (Phenylmethyl[2-[5-(aminomethyl)-1H-indol-3-yl]ethyl]carbamate). RXN SMILES: [N:1](C(OCC)=O)=NC(OCC)=O.[C:13]1([CH2:19][O:20][C:21](=[O:36])[NH:22][CH2:23][CH2:24][C:25]2[C:33]3[C:28](=[CH:29][CH:30]=[C:31]([CH2:34]O)[CH:32]=3)[NH:27][CH:26]=2)[CH:18]=[CH:17][CH:16]=[CH:15][CH:14]=1.C1(P(C2C=CC=CC=2)C2C=CC=CC=2)C=CC=CC=1.C1(=O)NC(=O)C2=CC=CC=C12>O1CCCC1>[C:13]1([CH2:19][O:20][C:21](=[O:36])[NH:22][CH2:23][CH2:24][C:25]2[C:33]3[C:28](=[CH:29][CH:30]=[C:31]([CH2:34][NH2:1])[CH:32]=3)[NH:27][CH:26]=2)[CH:18]=[CH:17][CH:16]=[CH:15][CH:14]=1. Procedure details: A solution of diethyl azodicarboxylate (1.48 g) in dry tetrahydrofuran (THF) (8 ml) was added over 2 min., keeping the temperature at 25°, to a stirred solution of phenylmethyl[2-[5-(-hydroxymethyl)-1H-indol-3-yl]ethyl]carbamate (2.6 g), triphenylphosphine (2.35 g) and phthalimide (1.75 g) in THF (20 ml). After 4 h, the solvent was evaporated in vacuo and the residue was dissolved in a solution of hydrazine hydrate (15 ml) in ethanol (100 ml).